From a dataset of the Open Reaction Database (ORD), a public repository of structured organic reaction records. describe an organic reaction: reactants, conditions, products, and yield The reactants are [OH-].[Na+] (NaOH), COC(=O)C1=NC=C(C=N1)NC(CC(C)C)C1=CC=C(C=C1)C1=CC=C(C=C1)C(F)(F)F ((+/−)-5-[3-Methyl-1-(4′-trifluoromethyl-biphenyl-4-yl)-butylamino]-pyrimidine-2-carboxylic acid methyl ester), Cl (HCl). The solvent is CO (methanol), O1CCCC1 (tetrahydrofuran). Conditions: temperature 50 celsius, time 2.5 hour. Yields the product CC(CC(C1=CC=C(C=C1)C1=CC=C(C=C1)C(F)(F)F)NC=1C=NC(=NC1)C(=O)O)C ((+/−)-5-[3-methyl-1-(4′-trifluoromethyl-biphenyl-4-yl)-butylamino]-pyrimidine-2-carboxylic acid). RXN SMILES: C[O:2][C:3]([C:5]1[N:10]=[CH:9][C:8]([NH:11][CH:12]([C:17]2[CH:22]=[CH:21][C:20]([C:23]3[CH:28]=[CH:27][C:26]([C:29]([F:32])([F:31])[F:30])=[CH:25][CH:24]=3)=[CH:19][CH:18]=2)[CH2:13][CH:14]([CH3:16])[CH3:15])=[CH:7][N:6]=1)=[O:4].[OH-].[Na+].Cl>O1CCCC1.CO>[CH3:15][CH:14]([CH3:16])[CH2:13][CH:12]([NH:11][C:8]1[CH:7]=[N:6][C:5]([C:3]([OH:4])=[O:2])=[N:10][CH:9]=1)[C:17]1[CH:22]=[CH:21][C:20]([C:23]2[CH:24]=[CH:25][C:26]([C:29]([F:32])([F:31])[F:30])=[CH:27][CH:28]=2)=[CH:19][CH:18]=1 |f:1.2|. Reported procedure: (+/−)-5-[3-Methyl-1-(4′-trifluoromethyl-biphenyl-4-yl)-butylamino]-pyrimidine-2-carboxylic acid methyl ester (617 mg, 1.39 mmol) was dissolved in tetrahydrofuran (6 mL) and methanol (2 mL), and 1.0 M NaOH (6 mL, 6 mmol) was added. This was stirred at 50° C. for 2.5 h before cooling and bringing to pH 3 with 1 N HCl. This was extracted three times with ethyl acetate. The combined organics were dried over MgSO4 and concentrated in vacuo to give (+/−)-5-[3-methyl-1-(4′-trifluoromethyl-biphenyl-4-yl... The reactants are [Br-], O=c1ccc2c(Br)nccc2[nH]1, O=C([O-])[O-], Cc1nc[nH]c1C, CN(C)C=O, [K+], [K+]. Yields the product Cc1ncn(-c2nccc3[nH]c(=O)ccc23)c1C. As a reaction SMILES: [Br-:26].[Br:1][c:2]1[c:3]2[cH:4][cH:5][c:6](=[O:12])[nH:7][c:8]2[cH:9][cH:10][n:11]1.[C:13](=[O:14])([O-:15])[O-:16].[CH3:19][c:20]1[n:21][cH:22][nH:23][c:24]1[CH3:25].[CH3:27][N:28]([CH3:29])[CH:30]=[O:31].[K+:17].[K+:18]>>[c:2]1(-[n:23]2[cH:22][n:21][c:20]([CH3:19])[c:24]2[CH3:25])[c:3]2[cH:4][cH:5][c:6](=[O:12])[nH:7][c:8]2[cH:9][cH:10][n:11]1. The reactants are C1CCOC1 (THF), ClC=1C=C(C=C(C1Cl)CO[Si](C)(C)C(C)(C)C)CCC#N (3-[3,4-dichloro-5-({[(1,1-dimethylethyl)(dimethyl)silyl]oxy}methyl)phenyl]propanenitrile), CCCC[N+](CCCC)(CCCC)CCCC.[F-] (TBAF). Run in CCOCC (ether). Conditions: time 3 hour. The product is ClC=1C=C(C=C(C1Cl)CO)CCC#N (3-[3,4-Dichloro-5-(hydroxymethyl)phenyl]propanenitrile). RXN SMILES: C1COCC1.[Cl:6][C:7]1[CH:8]=[C:9]([CH2:23][CH2:24][C:25]#[N:26])[CH:10]=[C:11]([CH2:14][O:15][Si](C(C)(C)C)(C)C)[C:12]=1[Cl:13].CCCC[N+](CCCC)(CCCC)CCCC.[F-]>CCOCC>[Cl:6][C:7]1[CH:8]=[C:9]([CH2:23][CH2:24][C:25]#[N:26])[CH:10]=[C:11]([CH2:14][OH:15])[C:12]=1[Cl:13] |f:2.3|. Reported procedure: To a THF (0.1 M) solution of 3-[3,4-dichloro-5-({[(1,1-dimethylethyl)(dimethyl)silyl]oxy}methyl)phenyl]propanenitrile (1 eq.) from the previous step was added TBAF (1.0 M THF solution, 1.2 eq.). The resulting solution was stirred at RT for 3 h. The reaction was then diluted with ether and quenched with water. The aqueous layer was separated and back-extracted with ether. The combined organic extracts were washed further with water and brine, dried over Na2SO4, filtered and the filtrate concentra... Reactants: ClC1=C(C=CC=C1)C(C1=C(C=CC(=C1)Cl)N1C(=NN=C1CN(C)C)CO)=O (2',5-dichloro-2-[3-(hydroxymethyl)-5-[(dimethylamino)methyl]-4H-1,2,4-triazol-4-yl]benzophenone), CS(=O)(=O)OS(=O)(=O)C (methanesulfonic anhydride), C(C=C)N (allylamine). Yields the product ClC1=C(C=CC=C1)C(C1=C(C=CC(=C1)Cl)N1C(=NN=C1CN(C)C)CNCC=C)=O (2',5-dichloro-2-[3-[(allylamino)methyl]-5-[(dimethylamino)methyl]-4H-1,2,4-triazol-4-yl]benzophenone). Reaction SMILES: [Cl:1][C:2]1[CH:7]=[CH:6][CH:5]=[CH:4][C:3]=1[C:8](=[O:27])[C:9]1[CH:14]=[C:13]([Cl:15])[CH:12]=[CH:11][C:10]=1[N:16]1[C:20]([CH2:21][N:22]([CH3:24])[CH3:23])=[N:19][N:18]=[C:17]1[CH2:25]O.CS(OS(C)(=O)=O)(=O)=O.[CH2:37]([NH2:40])[CH:38]=[CH2:39]>>[Cl:1][C:2]1[CH:7]=[CH:6][CH:5]=[CH:4][C:3]=1[C:8](=[O:27])[C:9]1[CH:14]=[C:13]([Cl:15])[CH:12]=[CH:11][C:10]=1[N:16]1[C:20]([CH2:21][N:22]([CH3:24])[CH3:23])=[N:19][N:18]=[C:17]1[CH2:25][NH:40][CH2:37][CH:38]=[CH2:39]. Procedure details: In the manner given in Example 47, 2',5-dichloro-2-[3-(hydroxymethyl)-5-[(dimethylamino)methyl]-4H-1,2,4-triazol-4-yl]benzophenone is treated first with methanesulfonic anhydride followed by allylamine to give 2',5-dichloro-2-[3-[(allylamino)methyl]-5-[(dimethylamino)methyl]-4H-1,2,4-triazol-4-yl]benzophenone. Reactants: C(C)(C)[C@@H]1C[C@@H]2N([C@H](OC2)C2=CC=CC=C2)C1=O ((3R,6S,7aS)-6-isopropyl-3-phenyltetrahydro-pyrrolo[1,2-c]oxazol-5-one), FC(C(=O)O)(F)F (trifluoroacetic acid), FC(C(=O)O)(F)F (trifluoroacetic acid). Solvent: ClCCl (dichloromethane). Reaction conditions: time 24 hour. Yields the product OC[C@@H]1C[C@H](C(N1)=O)C(C)C ((3S,5S)-5-hydroxymethyl-3-isopropyl-pyrrolidin-2-one). RXN SMILES: [CH:1]([C@H:4]1[C:17](=[O:18])[N:7]2[C@@H](C3C=CC=CC=3)[O:9][CH2:10][C@@H:6]2[CH2:5]1)([CH3:3])[CH3:2].FC(F)(F)C(O)=O>ClCCl>[OH:9][CH2:10][C@H:6]1[NH:7][C:17](=[O:18])[C@H:4]([CH:1]([CH3:3])[CH3:2])[CH2:5]1. Reported procedure: A solution of 16.5 g of (3R,6S,7aS)-6-isopropyl-3-phenyltetrahydro-pyrrolo[1,2-c]oxazol-5-one in 175 mL of dichloromethane is treated with 15.35 g of trifluoroacetic acid at room temperature. The resulting solution is stirred for 24 hours at room temperature and a further 14 g of trifluoroacetic acid added. Stirring is continued for a further 24 hours and the solvent removed in vacuum. The residue is treated with 50 mL of water and 100 mL of dichloromethane and the pH of the two-phase mixture ad... Reactants: C1CCOC1, COC(=O)CCCNCC(=O)CCN1CCC(OC(=O)Nc2ccccc2-c2ccccc2)CC1, Cl, [Na+], [OH-]. The product is O=C(O)CCCNCC(=O)CCN1CCC(OC(=O)Nc2ccccc2-c2ccccc2)CC1. RXN SMILES: [CH2:39]1[O:40][CH2:41][CH2:42][CH2:43]1.[CH3:1][O:2][C:3]([CH2:4][CH2:5][CH2:6][NH:7][CH2:8][C:9]([CH2:10][CH2:11][N:12]1[CH2:13][CH2:14][CH:15]([O:18][C:19]([NH:20][c:21]2[c:22](-[c:27]3[cH:28][cH:29][cH:30][cH:31][cH:32]3)[cH:23][cH:24][cH:25][cH:26]2)=[O:33])[CH2:16][CH2:17]1)=[O:34])=[O:35].[ClH:38].[Na+:37].[OH-:36]>>[O:2]=[C:3]([CH2:4][CH2:5][CH2:6][NH:7][CH2:8][C:9]([CH2:10][CH2:11][N:12]1[CH2:13][CH2:14][CH:15]([O:18][C:19]([NH:20][c:21]2[c:22](-[c:27]3[cH:28][cH:29][cH:30][cH:31][cH:32]3)[cH:23][cH:24][cH:25][cH:26]2)=[O:33])[CH2:16][CH2:17]1)=[O:34])[OH:35].